From a dataset of the Open Reaction Database (ORD), a public repository of structured organic reaction records. describe an organic reaction: reactants, conditions, products, and yield The reactants are C(\C=C\C1=CC(OC)=C(O)C=C1)(=O)O (Ferulic acid), [OH-].[K+] (KOH), CC=1NC=CN1 (methylimidazole). Run in CN(C=O)C (dimethylformamide). The product is C(=C)C=1C=C(C(=CC1)OC)O (4-vinylguaiacol). The yield is 64.0%. Reaction SMILES: C(O)(=O)/[CH:2]=[CH:3]/[C:4]1[CH:12]=[CH:11][C:9]([OH:10])=[C:6]([O:7]C)[CH:5]=1.[OH-].[K+].[CH3:17]C1NC=CN=1>CN(C)C=O>[CH:3]([C:4]1[CH:5]=[C:6]([OH:7])[C:9]([O:10][CH3:17])=[CH:11][CH:12]=1)=[CH2:2] |f:1.2|. Procedure: A mixture of Ferulic acid (0.0083 mol), KOH (10%, 3 ml), methylimidazole (1 mL) and dimethylformamide (10 ml) were taken in a 100 ml round bottom flask fitted with reflux condenser. The flask was placed inside the microwave oven and irradiated (150 W, 150° C.) for 12 minutes. The cooled mixture was poured into ice-cold water and extracted with ethyl acetate. The organic layer was washed with dil HCl, water, saturated sodium bicarbonate, brine and then organic layer dried over sodium sulphate. Th... The reactants are Cc1ccccc1, Nc1cccc(Cl)c1F, [Cu+2], O=N[O-], [Na+], O=S(=O)(O)O, O=S(=O)([O-])[O-]. The product is Oc1cccc(Cl)c1F. As a reaction SMILES: [CH3:25][c:26]1[cH:27][cH:28][cH:29][cH:30][cH:31]1.[Cl:1][c:2]1[c:3]([F:9])[c:4]([NH2:5])[cH:6][cH:7][cH:8]1.[Cu+2:24].[N:15]([O-:16])=[O:17].[Na+:18].[S:10]([OH:11])(=[O:12])(=[O:13])[OH:14].[S:19]([O-:20])([O-:21])(=[O:22])=[O:23]>>[Cl:1][c:2]1[c:3]([F:9])[c:4]([OH:11])[cH:6][cH:7][cH:8]1. Starting materials: Cc1c(Br)cccc1COc1ccc(C=O)cn1, Cc1cc(O[Si](C)(C)C(C)(C)C)cc(C)c1B1OC(C)(C)C(C)(C)O1, CC(=O)[O-], CC(=O)[O-], Cc1ccccc1, COc1cccc(OC)c1-c1ccccc1P(C1CCCCC1)C1CCCCC1, [K+], [K+], [K+], O, O=P([O-])([O-])[O-], [Pd+2]. Product: Cc1cc(O[Si](C)(C)C(C)(C)C)cc(C)c1-c1cccc(COc2ccc(C=O)cn2)c1C. Reaction SMILES: [Br:26][c:27]1[c:28]([CH3:43])[c:29]([CH2:30][O:31][c:32]2[n:33][cH:34][c:35]([CH:36]=[O:37])[cH:38][cH:39]2)[cH:40][cH:41][cH:42]1.[C:1]([CH3:2])([CH3:3])([CH3:4])[Si:5]([CH3:6])([CH3:7])[O:8][c:9]1[cH:10][c:11]([CH3:25])[c:12]([B:16]2[O:17][C:18]([CH3:19])([CH3:20])[C:21]([CH3:22])([CH3:23])[O:24]2)[c:13]([CH3:15])[cH:14]1.[C:81]([O-:82])(=[O:83])[CH3:84].[C:86]([O-:87])(=[O:88])[CH3:89].[CH3:91][c:92]1[cH:93][cH:94][cH:95][cH:96][cH:97]1.[CH:44]1([P:45]([CH:46]2[CH2:47][CH2:48][CH2:49][CH2:50][CH2:51]2)[c:52]2[cH:53][cH:54][cH:55][cH:56][c:57]2-[c:58]2[c:59]([O:60][CH3:61])[cH:62][cH:63][cH:64][c:65]2[O:66][CH3:67])[CH2:68][CH2:69][CH2:70][CH2:71][CH2:72]1.[K+:78].[K+:79].[K+:80].[OH2:90].[P:73]([O-:74])([O-:75])([O-:76])=[O:77].[Pd+2:85]>>[C:1]([CH3:2])([CH3:3])([CH3:4])[Si:5]([CH3:6])([CH3:7])[O:8][c:9]1[cH:10][c:11]([CH3:25])[c:12](-[c:27]2[c:28]([CH3:43])[c:29]([CH2:30][O:31][c:32]3[n:33][cH:34][c:35]([CH:36]=[O:37])[cH:38][cH:39]3)[cH:40][cH:41][cH:42]2)[c:13]([CH3:15])[cH:14]1.